Dataset: the Open Reaction Database (ORD), a public repository of structured organic reaction records. Task: describe an organic reaction: reactants, conditions, products, and yield Reactants: CC(=O)O[BH-](OC(C)=O)OC(C)=O, CC(=O)O, ClCCl, Cl, Cl, COc1cc(NS(=O)(=O)N2CCC(=O)CC2)nc(SCc2cccc(F)c2F)n1, C1CNC1, [Na+], [Na+], [OH-]. Product: COc1cc(NS(=O)(=O)N2CCC(N3CCC3)CC2)nc(SCc2cccc(F)c2F)n1. Reaction SMILES: [C:35]([O:36][BH-:37]([O:38][C:39](=[O:40])[CH3:41])[O:42][C:43](=[O:44])[CH3:45])(=[O:46])[CH3:47].[CH3:55][C:56](=[O:57])[OH:58].[Cl:52][CH2:53][Cl:54].[ClH:1].[ClH:51].[F:6][c:7]1[c:8]([CH2:9][S:10][c:11]2[n:12][c:13]([O:28][CH3:29])[cH:14][c:15]([NH:17][S:18](=[O:19])(=[O:20])[N:21]3[CH2:22][CH2:23][C:24](=[O:27])[CH2:25][CH2:26]3)[n:16]2)[cH:30][cH:31][cH:32][c:33]1[F:34].[NH:2]1[CH2:3][CH2:4][CH2:5]1.[Na+:48].[Na+:50].[OH-:49]>>[N:2]1([CH:24]2[CH2:23][CH2:22][N:21]([S:18]([NH:17][c:15]3[cH:14][c:13]([O:28][CH3:29])[n:12][c:11]([S:10][CH2:9][c:8]4[c:7]([F:6])[c:33]([F:34])[cH:32][cH:31][cH:30]4)[n:16]3)(=[O:19])=[O:20])[CH2:26][CH2:25]2)[CH2:3][CH2:4][CH2:5]1. Starting materials: C(C1=CC=CC=C1)OC1=CC=C(C=C1)[C@H]([C@H]1N(CCC1)C(=O)OC(C)(C)C)NC([C@@H](C)C1=CC=CC=C1)=O ((S)-tert-butyl 2-((R)-(4-(benzyloxy)phenyl)((S)-2-phenylpropanamido)methyl)pyrrolidine-1-carboxylate), Cl (HCl). Yields the product C(C1=CC=CC=C1)OC1=CC=C(C=C1)[C@@H](NC([C@@H](C)C1=CC=CC=C1)=O)[C@@H]1NCCC1 ((S)-N-((R)-(4-(benzyloxy)phenyl)((R)-pyrrolidin-2-yl)methyl)-2-phenylpropanamide). The yield is 4.5%. RXN SMILES: [CH2:1]([O:8][C:9]1[CH:14]=[CH:13][C:12]([C@@H:15]([NH:28][C:29](=[O:38])[C@H:30]([C:32]2[CH:37]=[CH:36][CH:35]=[CH:34][CH:33]=2)[CH3:31])[C@@H:16]2[CH2:20][CH2:19][CH2:18][N:17]2C(OC(C)(C)C)=O)=[CH:11][CH:10]=1)[C:2]1[CH:7]=[CH:6][CH:5]=[CH:4][CH:3]=1.Cl>>[CH2:1]([O:8][C:9]1[CH:14]=[CH:13][C:12]([C@H:15]([C@H:16]2[CH2:20][CH2:19][CH2:18][NH:17]2)[NH:28][C:29](=[O:38])[C@H:30]([C:32]2[CH:37]=[CH:36][CH:35]=[CH:34][CH:33]=2)[CH3:31])=[CH:11][CH:10]=1)[C:2]1[CH:3]=[CH:4][CH:5]=[CH:6][CH:7]=1. Reported procedure: A solution of (S)-tert-butyl 2-((R)-(4-(benzyloxy)phenyl)((S)-2-phenylpropanamido)methyl)pyrrolidine-1-carboxylate (386 mg, 0.750 mmol) in HCl (2M in diethyl ether) (3.750 mL, 7.50 mmol) was stirred at room temperature for 4 h, then concentrated in vacuo. The residue was purified by HPLC (50% methanol/water with 0.1% TFA) to afford (S)-N-((R)-(4-(benzyloxy)phenyl)((R)-pyrrolidin-2-yl)methyl)-2-phenylpropanamide (14.7 mg, 0.034 mmol, 61.9% yield) as a slightly yellow oil. 1H NMR (400 MHz, CDCl3) ... The reactants are CC(=O)OCC1OC(n2cc(C)c(=O)[nH]c2=O)C(Br)C1(O)C(C)=O, CC#N, NN, O, O. The product is CC(=O)OCC1OC(n2cc(C)c(=O)[nH]c2=O)C(Br)C1O. As a reaction SMILES: [Br:4][CH:5]1[CH:6]([n:19]2[c:20](=[O:21])[nH:22][c:23](=[O:24])[c:25]([CH3:27])[cH:26]2)[O:7][CH:8]([CH2:14][O:15][C:16]([CH3:17])=[O:18])[C:9]1([OH:10])[C:11](=[O:12])[CH3:13].[CH3:1][C:2]#[N:3].[NH2:29][NH2:30].[OH2:28].[OH2:31]>>[Br:4][CH:5]1[CH:6]([n:19]2[c:20](=[O:21])[nH:22][c:23](=[O:24])[c:25]([CH3:27])[cH:26]2)[O:7][CH:8]([CH2:14][O:15][C:16]([CH3:17])=[O:18])[CH:9]1[OH:10]. Starting materials: I[Si](C)(C)C (Iodotrimethylsilane), ice, CC1=CC(=NO1)NC(P(OCC)(OCC)=O)P(OCC)(OCC)=O (tetraethyl [(5-methyl-3-isoxazolyl)amino]methylene-bis(phosphonate)). Solvent: C(Cl)(Cl)(Cl)Cl (carbon tetrachloride). Run at time 1 hour. Product: CC1=CC(=NO1)NC(P(O)(O)=O)P(O)(O)=O ([(5-methyl-3-isoxazolyl)amino]methylene-bis(phosphonic acid)). Isolated yield 85.3%. As a reaction SMILES: I[Si](C)(C)C.[CH3:6][C:7]1[O:11][N:10]=[C:9]([NH:12][CH:13]([P:22](=[O:29])([O:26]CC)[O:23]CC)[P:14](=[O:21])([O:18]CC)[O:15]CC)[CH:8]=1>C(Cl)(Cl)(Cl)Cl>[CH3:6][C:7]1[O:11][N:10]=[C:9]([NH:12][CH:13]([P:22](=[O:23])([OH:29])[OH:26])[P:14](=[O:15])([OH:18])[OH:21])[CH:8]=1. Procedure details: Iodotrimethylsilane (7.1 ml) was added dropwise to an ice-cold solution of 4.8 g of tetraethyl [(5-methyl-3-isoxazolyl)amino]methylene-bis(phosphonate) in 90 ml of carbon tetrachloride. Then the temperature was allowed to rise to room temperature, and the mixture was stirred for 1 hour. The reaction mixture was concentrated, methanol was then added, and the mixture was again concentrated. The solid thus obtained was washed with a hot acetone to give 2.9 g of [(5-methyl-3-isoxazolyl)amino]methyle... Reactants: CS(=O)(=O)c1ccc(-c2cc3cccccc-3c2-c2ccccc2)cc1, ClCCCl, F[n+]1ccccc1, O=S(=O)([O-])C(F)(F)F. Product: CS(=O)(=O)c1ccc(-c2c(F)c3cccccc-3c2-c2ccccc2)cc1. As a reaction SMILES: [CH3:1][S:2](=[O:3])(=[O:4])[c:5]1[cH:6][cH:7][c:8](-[c:11]2[c:12](-[c:21]3[cH:22][cH:23][cH:24][cH:25][cH:26]3)[c:13]3[cH:14][cH:15][cH:16][cH:17][cH:18][c:19]-3[cH:20]2)[cH:9][cH:10]1.[Cl:42][CH2:43][CH2:44][Cl:45].[F:35][n+:36]1[cH:37][cH:38][cH:39][cH:40][cH:41]1.[S:27]([O-:28])([C:29]([F:30])([F:31])[F:32])(=[O:33])=[O:34]>>[CH3:1][S:2](=[O:3])(=[O:4])[c:5]1[cH:6][cH:7][c:8](-[c:11]2[c:12](-[c:21]3[cH:22][cH:23][cH:24][cH:25][cH:26]3)[c:13]3[cH:14][cH:15][cH:16][cH:17][cH:18][c:19]-3[c:20]2[F:31])[cH:9][cH:10]1. The reactants are NC=1C=C(C(=O)NN)C=CC1O (3-amino-4-hydroxybenzoic acid hydrazide), C1N(CCC2=CC=CC=C12)CCOC1=CC(=C(C=O)C=C1)OC (4-[2-(1,2,3,4-tetrahydroisoquinolin-2-yl)ethoxy]-2-methoxybenzaldehyde). The solvent is CC(C)O (2-propanol). Product: C1N(CCC2=CC=CC=C12)CCOC1=CC(=C(C=NNC(C2=CC(=C(C=C2)O)N)=O)C=C1)OC (3-Amino-4-hydroxybenzoic Acid {4-[2-(1,2,3,4-Tetrahydro-isoquinolin-2-yl)ethoxy]-2-methoxybenzylidene}hydrazide). The yield is 47.8%. RXN SMILES: [NH2:1][C:2]1[CH:3]=[C:4]([CH:9]=[CH:10][C:11]=1[OH:12])[C:5]([NH:7][NH2:8])=[O:6].[CH2:13]1[C:22]2[C:17](=[CH:18][CH:19]=[CH:20][CH:21]=2)[CH2:16][CH2:15][N:14]1[CH2:23][CH2:24][O:25][C:26]1[CH:33]=[CH:32][C:29]([CH:30]=O)=[C:28]([O:34][CH3:35])[CH:27]=1>CC(O)C>[CH2:13]1[C:22]2[C:17](=[CH:18][CH:19]=[CH:20][CH:21]=2)[CH2:16][CH2:15][N:14]1[CH2:23][CH2:24][O:25][C:26]1[CH:33]=[CH:32][C:29]([CH:30]=[N:8][NH:7][C:5](=[O:6])[C:4]2[CH:9]=[CH:10][C:11]([OH:12])=[C:2]([NH2:1])[CH:3]=2)=[C:28]([O:34][CH3:35])[CH:27]=1. Procedure details: The above 3-amino-4-hydroxybenzoic acid hydrazide (50 mg, 0.3 mmol) and the above 4-[2-(1,2,3,4-tetrahydroisoquinolin-2-yl)ethoxy]-2-methoxybenzaldehyde (93 mg, 0.3 mmol) were dissolved in 2-propanol (4 ml) and the mixture was heated at reflux temperature for 16 hours. The cooled mixture was filtered and the precipitate was washed with 2-propanol (2×4 ml) and dried by suction to afford 66 mg (48%) of the title compound as a solid. M.p.: 162-164° C. Reported procedure: A solution of (2S)-2-[(1H-imidazole-2-carbonyl)-amino]-propionic acid and 3-amino-5-fluoro-4-hydroxy-pentanoic acid tert-butyl ester (0.254 g) in THF (7 mL) was cooled to 0° C. before addition of DMAP (0.151 g), diisopropylethyl amine (0.56 mL), HOBT (0.16 g) and EDC HCl (0.23 g). The reaction mixture was stirred at ambient temperature for 18 hrs before being concentrated at reduced pressure. The residue was purified by silica gel chromatography (5% methanol in dichloromethane) to afford the sub... The product is C(C)(C)(C)OC(CC(C(CF)O)NC(C(C)NC(=O)C=1NC=CN1)=O)=O (5-Fluoro-4-hydroxy-3-{2-[(1H-imidazole-2-carbonyl)-amino]-propionylamino}-pentanoic Acid Tert-Butyl Ester). The reagents and catalysts are CN(C)C=1C=CN=CC1 (DMAP). Conditions: time 18 hour. Yield: 97.0%. The reactants are N1C(=NC=C1)C(=O)N[C@H](C(=O)O)C ((2S)-2-[(1H-imidazole-2-carbonyl)-amino]-propionic acid), C(C)(C)(C)OC(CC(C(CF)O)N)=O (3-amino-5-fluoro-4-hydroxy-pentanoic acid tert-butyl ester), C(C)(C)N(CC)C(C)C (diisopropylethyl amine), C=1C=CC2=C(C1)N=NN2O (HOBT), CCN=C=NCCCN(C)C.Cl (EDC HCl). The solvent is C1CCOC1 (THF). RXN SMILES: [NH:1]1[CH:5]=[CH:4][N:3]=[C:2]1[C:6]([NH:8][C@@H:9]([CH3:13])[C:10]([OH:12])=O)=[O:7].[C:14]([O:18][C:19](=[O:27])[CH2:20][CH:21]([NH2:26])[CH:22]([OH:25])[CH2:23][F:24])([CH3:17])([CH3:16])[CH3:15].C(N(C(C)C)CC)(C)C.C1C=CC2N(O)N=NC=2C=1.CCN=C=NCCCN(C)C.Cl>C1COCC1.CN(C1C=CN=CC=1)C>[C:14]([O:18][C:19](=[O:27])[CH2:20][CH:21]([NH:26][C:10](=[O:12])[CH:9]([NH:8][C:6]([C:2]1[NH:1][CH:5]=[CH:4][N:3]=1)=[O:7])[CH3:13])[CH:22]([OH:25])[CH2:23][F:24])([CH3:17])([CH3:15])[CH3:16] |f:4.5|. Starting materials: CCOc1ccc(C(=O)O)cc1OCC, ClCCl, O=S(Cl)Cl. The product is CCOc1ccc(C(=O)Cl)cc1OCC. Reaction SMILES: [CH2:1]([CH3:2])[O:3][c:4]1[cH:5][c:6]([C:7](=[O:8])[OH:9])[cH:10][cH:11][c:12]1[O:13][CH2:14][CH3:15].[Cl:20][CH2:21][Cl:22].[S:16]([Cl:17])([Cl:18])=[O:19]>>[CH2:1]([CH3:2])[O:3][c:4]1[cH:5][c:6]([C:7](=[O:8])[Cl:18])[cH:10][cH:11][c:12]1[O:13][CH2:14][CH3:15]. As a reaction SMILES: [C:3]([CH2:4][C:5](=[O:6])[O:7][CH2:8][CH3:9])(=[O:10])[O:11][CH2:12][CH3:13].[CH2:25]1[O:26][CH2:27][CH2:28][CH2:29]1.[ClH:30].[F:14][c:15]1[c:16]([C:17]#[N:18])[cH:19][cH:20][c:21]([F:24])[c:22]1[F:23].[H-:2].[Na+:1]>>[C:3]([CH:4]([C:5](=[O:6])[O:7][CH2:8][CH3:9])[c:15]1[c:16]([C:17]#[N:18])[cH:19][cH:20][c:21]([F:24])[c:22]1[F:23])(=[O:10])[O:11][CH2:12][CH3:13]. Reactants: CCOC(=O)CC(=O)OCC, C1CCOC1, Cl, N#Cc1ccc(F)c(F)c1F, [H-], [Na+]. Yields the product CCOC(=O)C(C(=O)OCC)c1c(C#N)ccc(F)c1F. Starting materials: Cl (hydrochloric acid), [H][H] (hydrogen), rhodium-on-charcoal, CON=C(C(=O)O)C=1N=NSC1 (2-methoxyimino-2-(1,2,3-thiadiazol-4-yl)acetic acid). The reagents and catalysts are catalyst. Solvent: CO (methanol), O (water). Reaction conditions: time 1 hour. Product: Cl.NC(C(=O)O)C=1N=NSC1 (2-Amino-2-(1,2,3-thiadiazol-4-yl)acetic acid hydrochloride). As a reaction SMILES: CO[N:3]=[C:4]([C:8]1[N:9]=[N:10][S:11][CH:12]=1)[C:5]([OH:7])=[O:6].[ClH:13].[H][H]>CO.O>[ClH:13].[NH2:3][CH:4]([C:8]1[N:9]=[N:10][S:11][CH:12]=1)[C:5]([OH:7])=[O:6] |f:5.6|. Reported procedure: A solution of 2-methoxyimino-2-(1,2,3-thiadiazol-4-yl)acetic acid (mixture of syn- and anti-isomers) (500 mg) [prepared by the method described in Belgian Pat. No. 859384 (1978)] in a mixture of methanol (10 cm3) and water (2.3 cm3) was treated with 1N hydrochloric acid (2.7 cm3) and hydrogenated under 50 psi of hydrogen with 5% rhodium-on-charcoal (500 mg) for one hour. A further portion of catalyst (500 mg) was added and hydrogenation continued for one hour. After filtration the filtrate was e...